This data is from the Open Reaction Database (ORD), a public repository of structured organic reaction records. The task is: describe an organic reaction: reactants, conditions, products, and yield Starting materials: [H-].[Al+3].[Li+].[H-].[H-].[H-] (Lithium aluminum hydride), C(C1=CC=CC=C1)N1C([C@H](NC([C@H]1C)=O)CC1=CC=CC=C1)=O ((3R,6R)-1,3-dibenzyl-6-methylpiperazine-2,5-dione). Solvent: C1CCOC1 (THF). Run at temperature 0 celsius. Yields the product C(C1=CC=CC=C1)N1[C@@H](CN[C@@H](C1)CC1=CC=CC=C1)C ((2R,5R)-1,5-dibenzyl-2-methylpiperazine). As a reaction SMILES: [H-].[Al+3].[Li+].[H-].[H-].[H-].[CH2:7]([N:14]1[C@H:19]([CH3:20])[C:18](=O)[NH:17][C@H:16]([CH2:22][C:23]2[CH:28]=[CH:27][CH:26]=[CH:25][CH:24]=2)[C:15]1=O)[C:8]1[CH:13]=[CH:12][CH:11]=[CH:10][CH:9]=1>C1COCC1>[CH2:7]([N:14]1[CH2:15][C@@H:16]([CH2:22][C:23]2[CH:28]=[CH:27][CH:26]=[CH:25][CH:24]=2)[NH:17][CH2:18][C@H:19]1[CH3:20])[C:8]1[CH:9]=[CH:10][CH:11]=[CH:12][CH:13]=1 |f:0.1.2.3.4.5|. Procedure: Lithium aluminum hydride (1 M in THF, 4.2 ml, 4.2 mmol) was added dropwise over 15 min to a solution of (3R,6R)-1,3-dibenzyl-6-methylpiperazine-2,5-dione (0.30 g, 0.98 mmol) in THF (6.0 ml) stirring at 0° C. After stirring at 65° C. for 19 h, the reaction was allowed to cool to room temperature and was slowly quenched with water (0.40 ml). Sodium hydroxide (1 N, 0.8 ml) and then water (0.60 ml) were added and the gelatinous solid was filtered rinsing with THF. The filtrate was evaporated in vacu... Reactants: C(C)(C)(C)OC(NC(C(C)C)C(=O)N1C2C(CC1)N(CC2C2=CNC1=CC(=CC=C21)F)C2=NC=CC=N2)=O ({1-[6-(6-Fluoro-1H-indol-3-yl)-4-pyrimidin-2-yl-hexahydro-pyrrolo[3,2-b]pyrrole-1-carbonyl]-2-methyl-propyl}-carbamic acid tert-butyl ester), C(=O)(C(F)(F)F)O (TFA). Solvent: C(Cl)Cl (DCM). Run at time 90 minute. Product: NC(C(=O)N1C2C(CC1)N(CC2C2=CNC1=CC(=CC=C21)F)C2=NC=CC=N2)C(C)C (2-Amino-1-[6-(6-fluoro-1H-indol-3-yl)-4-pyrimidin-2-yl-hexahydro-pyrrolo[3,2-b]pyrrol-1-yl]-3-methyl-butan-1-one). Isolated yield 87.6%. As a reaction SMILES: C(OC(=O)[NH:7][CH:8]([C:12]([N:14]1[CH2:18][CH2:17][CH:16]2[N:19]([C:32]3[N:37]=[CH:36][CH:35]=[CH:34][N:33]=3)[CH2:20][CH:21]([C:22]3[C:30]4[C:25](=[CH:26][C:27]([F:31])=[CH:28][CH:29]=4)[NH:24][CH:23]=3)[CH:15]12)=[O:13])[CH:9]([CH3:11])[CH3:10])(C)(C)C.C(O)(C(F)(F)F)=O>C(Cl)Cl>[NH2:7][CH:8]([CH:9]([CH3:11])[CH3:10])[C:12]([N:14]1[CH2:18][CH2:17][CH:16]2[N:19]([C:32]3[N:37]=[CH:36][CH:35]=[CH:34][N:33]=3)[CH2:20][CH:21]([C:22]3[C:30]4[C:25](=[CH:26][C:27]([F:31])=[CH:28][CH:29]=4)[NH:24][CH:23]=3)[CH:15]12)=[O:13]. Procedure: To a solution containing 72 (210 mg, 0.40 mmol) in DCM (10 mL) was added TFA (4 mL) at 0° C. After 90 min, the reaction mixture was concentrated in vacuo. The residue was dissolved in EtOAc and the resultant organic solution was washed successively with saturated aqueous NaHCO3 and brine, dried over anhydrous Na2SO4, filtered, and concentrated to afford 148 mg (87%) of 73 which was used without further purification. Mass spectrum, m/z [423] (M+H)+. The reactants are [NH4+].[Cl-] (NH4Cl), C(CCC)[Li] (n-Butyllithium), BrC1=CC=C(C=C1)Br (p-dibromobenzene), FC(C(=O)C(F)(F)F)(F)F (hexafluoroacetone). The solvent is CCOCC (Et2O). Conditions: time 30 minute. Product: BrC1=CC=C(C=C1)C(C(F)(F)F)(C(F)(F)F)O (2-(4-Bromophenyl)-1,1,1,3,3,3-hexafluoro-2-propanol). The yield is 78.1%. RXN SMILES: C([Li])CCC.Br[C:7]1[CH:12]=[CH:11][C:10]([Br:13])=[CH:9][CH:8]=1.[F:14][C:15]([F:23])([F:22])[C:16]([C:18]([F:21])([F:20])[F:19])=[O:17].[NH4+].[Cl-]>CCOCC>[Br:13][C:10]1[CH:11]=[CH:12][C:7]([C:16]([OH:17])([C:18]([F:21])([F:20])[F:19])[C:15]([F:23])([F:22])[F:14])=[CH:8][CH:9]=1 |f:3.4|. Procedure details: n-Butyllithium (2.4M solution in hexane; 92.7 mL, 0.222 mol) was added dropwise (20 min) to a solution of p-dibromobenzene (50.0 g, 0.212 mol) in Et2O (1.2 L) at -60° C. After completion of the addition, the reaction was left at -50° C. for 30 min and hexafluoroacetone (42.2 g, 0.254 mol) was bubbled through the heterogeneous mixture, at the same temperature. The resulting solution was allowed to warm to -30° C. over 30 min before saturated aqueous NH4Cl was added. The aqueous layer was extracte... Procedure details: This compound was synthesized from 7-carboxyheptyl-triphenylphosphonium bromide (9.71 g, 20 mmol) and 2-thiophenecarboxaldehyde (2.24 g, 20 mmol) in THF (100 mL) by a Wittig reaction. Crystallization afforded the product (2.79 g, 59%) as white crystals (mp 45-46° C.). IR: 3400-2500, 1720, 710 cm-1 ; 1H-NMR: 1.45 (m, 8H), 2.35 (m, 4H), 5.55 (m, 1H), 6.50 (d, 1H), 7.00 (m, 3H), 11.00 (bs, 1H). Anal. Calcd. for C13H18SO2 : C, 65.51, H, 7.61%; Found: C, 65.58, H, 7.63%. Z:E=75:25. Reactants: [Br-].C(=O)(O)CCCCCCC[P+](C1=CC=CC=C1)(C1=CC=CC=C1)C1=CC=CC=C1 (7-carboxyheptyl-triphenylphosphonium bromide), S1C(=CC=C1)C=O (2-thiophenecarboxaldehyde). The yield is 58.5%. Reaction SMILES: [Br-].[C:2]([CH2:5][CH2:6][CH2:7][CH2:8][CH2:9][CH2:10][CH2:11][P+](C1C=CC=CC=1)(C1C=CC=CC=1)C1C=CC=CC=1)([OH:4])=[O:3].[S:31]1[CH:35]=[CH:34][CH:33]=[C:32]1[CH:36]=O>C1COCC1>[S:31]1[CH:35]=[CH:34][CH:33]=[C:32]1[CH:36]=[CH:11][CH2:10][CH2:9][CH2:8][CH2:7][CH2:6][CH2:5][C:2]([OH:4])=[O:3] |f:0.1|. Solvent: C1CCOC1 (THF). The product is S1C(=CC=C1)C=CCCCCCCC(=O)O (9-(2-Thienyl)-8-nonenoic acid). The reactants are CC(C)C(=O)Cl, COc1ccc2c(c1)C(CCN)CC2. Product: COc1ccc2c(c1)C(CCNC(=O)C(C)C)CC2. As a reaction SMILES: [C:15]([CH:16]([CH3:17])[CH3:18])(=[O:19])[Cl:20].[NH2:1][CH2:2][CH2:3][CH:4]1[CH2:5][CH2:6][c:7]2[cH:8][cH:9][c:10]([O:13][CH3:14])[cH:11][c:12]21>>[NH:1]([CH2:2][CH2:3][CH:4]1[CH2:5][CH2:6][c:7]2[cH:8][cH:9][c:10]([O:13][CH3:14])[cH:11][c:12]21)[C:15]([CH:16]([CH3:17])[CH3:18])=[O:19]. Starting materials: OCCc1ccc(Cl)cc1CO, O, O=P(O)(O)O. Yields the product Clc1ccc2c(c1)COCC2. As a reaction SMILES: [Cl:1][c:2]1[cH:3][cH:4][c:5]([CH2:10][CH2:11][OH:12])[c:6]([CH2:8][OH:9])[cH:7]1.[OH2:18].[P:13](=[O:14])([OH:15])([OH:16])[OH:17]>>[Cl:1][c:2]1[cH:3][cH:4][c:5]2[c:6]([cH:7]1)[CH2:8][O:12][CH2:11][CH2:10]2.